Dataset: the Open Reaction Database (ORD), a public repository of structured organic reaction records. Task: describe an organic reaction: reactants, conditions, products, and yield Starting materials: CC(C)(C)[Si](C)(C)OCCBr, COc1ccc2c(c1)NC(=O)CO2, [H-], [Na+], CN(C)C=O. The product is COc1ccc2c(c1)N(CCO[Si](C)(C)C(C)(C)C)C(=O)CO2. Reaction SMILES: [Br:16][CH2:17][CH2:18][O:19][Si:20]([CH3:21])([CH3:22])[C:23]([CH3:24])([CH3:25])[CH3:26].[CH3:1][O:2][c:3]1[cH:4][cH:5][c:6]2[c:7]([cH:13]1)[NH:8][C:9](=[O:12])[CH2:10][O:11]2.[H-:14].[Na+:15].[O:27]=[CH:28][N:29]([CH3:30])[CH3:31]>>[CH3:1][O:2][c:3]1[cH:4][cH:5][c:6]2[c:7]([cH:13]1)[N:8]([CH2:17][CH2:18][O:19][Si:20]([CH3:21])([CH3:22])[C:23]([CH3:24])([CH3:25])[CH3:26])[C:9](=[O:12])[CH2:10][O:11]2. The reactants are OC1CC(c2ccccc2)c2ccc(Cl)cc21, C1CCOC1, O, O=S(Cl)Cl. Yields the product Clc1ccc2c(c1)C(Cl)CC2c1ccccc1. As a reaction SMILES: [Cl:1][c:2]1[cH:3][cH:4][c:5]2[c:9]([cH:10]1)[CH:8]([OH:11])[CH2:7][CH:6]2[c:12]1[cH:13][cH:14][cH:15][cH:16][cH:17]1.[O:23]1[CH2:24][CH2:25][CH2:26][CH2:27]1.[OH2:22].[S:18]([Cl:19])([Cl:20])=[O:21]>>[Cl:1][c:2]1[cH:3][cH:4][c:5]2[c:9]([cH:10]1)[CH:8]([Cl:20])[CH2:7][CH:6]2[c:12]1[cH:13][cH:14][cH:15][cH:16][cH:17]1.